Dataset: the Open Reaction Database (ORD), a public repository of structured organic reaction records. Task: describe an organic reaction: reactants, conditions, products, and yield Starting materials: COC1=NC(=NC(=C1)OC)NS(=O)(=O)C(C(=O)OC)C(C)C (Methyl 2-(4,6-dimethoxypyrimidin-2-ylsulfamoyl)-3-methylbutanoate), N1=CC=CC=C1 (pyridine), C(C)(=O)Cl (Acetyl chloride). Solvent: ClCCl (dichloromethane). Run at time 2 hour. The product is COC1=NC(=NC(=C1)OC)N(S(=O)(=O)C(C(=O)OC)C(C)C)C(C)=O (Methyl 2-[N-(4,6-dimethoxypyrimidin-2-yl)-N-acetylsulfamoyl]-3-methylbutanoate). As a reaction SMILES: [C:1](Cl)(=[O:3])[CH3:2].[CH3:5][O:6][C:7]1[CH:12]=[C:11]([O:13][CH3:14])[N:10]=[C:9]([NH:15][S:16]([CH:19]([CH:24]([CH3:26])[CH3:25])[C:20]([O:22][CH3:23])=[O:21])(=[O:18])=[O:17])[N:8]=1.N1C=CC=CC=1>ClCCl>[CH3:5][O:6][C:7]1[CH:12]=[C:11]([O:13][CH3:14])[N:10]=[C:9]([N:15]([C:1](=[O:3])[CH3:2])[S:16]([CH:19]([CH:24]([CH3:26])[CH3:25])[C:20]([O:22][CH3:23])=[O:21])(=[O:18])=[O:17])[N:8]=1. Reported procedure: Acetyl chloride (0.35 g) was added to a stirred, cooled mixture of the product of Example 1 (1.5 g) and pyridine (0.39 g) in dichloromethane (20 ml). Stirring was continued for 2 hours and the mixture was allowed to stand overnight. The organic solution was washed with water (twice), dried over magnesium sulfate and run down under vacuum. The residue was triturated with ether to yield a white solid, 0.38 g (23%), mp 100°-101.5° C. The reactants are CC(CC(CC(CC1=CC(=CC=C1)C(F)(F)F)=O)=O)C (6-methyl-1-(3-trifluoromethylphenyl)-2,4-heptanedione), COC(N(C)C)OC (N,N-dimethylformamide dimethyl acetal), Cl.CN (methylamine hydrochloride). Yields the product CN1C=C(C(C(=C1)C1=CC(=CC=C1)C(F)(F)F)=O)C(CC(C)C)=O (1-Methyl-3-(3-methylbutyryl)-5-(3-trifluoromethylphenyl)-4(1H)-pyridinone). RXN SMILES: [CH3:1][CH:2]([CH3:20])[CH2:3][C:4](=[O:19])[CH2:5][C:6](=[O:18])[CH2:7][C:8]1[CH:13]=[CH:12][CH:11]=[C:10]([C:14]([F:17])([F:16])[F:15])[CH:9]=1.CO[CH:23](OC)[N:24]([CH3:26])[CH3:25].Cl.CN>>[CH3:23][N:24]1[CH:26]=[C:7]([C:8]2[CH:13]=[CH:12][CH:11]=[C:10]([C:14]([F:15])([F:16])[F:17])[CH:9]=2)[C:6](=[O:18])[C:5]([C:4](=[O:19])[CH2:3][CH:2]([CH3:20])[CH3:1])=[CH:25]1 |f:2.3|. Procedure: A 3.9 g. portion of impure 6-methyl-1-(3-trifluoromethylphenyl)-2,4-heptanedione was reacted with 50 ml. of N,N-dimethylformamide dimethyl acetal, and then with 5 g. of methylamine hydrochloride as described in the examples above. The product was purified as described in Example 13 to obtain 0.22 g. of the desired product, m.p. 110°-112°. Nmr analysis is DMSOd6 showed peaks at δ7.6-8.3 (m, 6H, atomatic); 3.8 (s, 3H, N--CH3); 2.9-3.1 (d, 2H, COCH2); 1.8-2.4 (m, 1H, CH2CH); 0.8-1.0 (d, 6H, CH(CH3)... Starting materials: Cl (hydrochloric acid), CC=1N=C2N(C=CC=3C([C@H]([C@H](NC23)C2=CC=CC=C2)O)=O)C1C ((8S,9R)-2,3-dimethyl-8-hydroxy-9-phenyl-7,8,9,10-tetrahydroimidazo[1,2-h][1,7]naphthyridin-7-one), [OH-].[Na+] (sodium hydroxide), C(C1=CC=CC=C1)Br (benzyl bromide). Reagents/catalysts: CCCCCCCC[N+](C)(CCCCCCCC)CCCCCCCC.[Cl-] (Adogen 464). The solvent is ClCCl (dichloromethane). Product: CC=1N=C2N(C=CC=3C([C@]([C@H](NC23)C2=CC=CC=C2)(O)CC2=CC=CC=C2)=O)C1C ((8S,9R)-2,3-Dimethyl-8-benzyl-8-hydroxy-9-phenyl-7,8,9,10-tetrahydroimidazo[1,2-h][1,7]naphthyridin-7-one). Reaction SMILES: [CH3:1][C:2]1[N:3]=[C:4]2[C:13]3[NH:12][C@H:11]([C:14]4[CH:19]=[CH:18][CH:17]=[CH:16][CH:15]=4)[C@H:10]([OH:20])[C:9](=[O:21])[C:8]=3[CH:7]=[CH:6][N:5]2[C:22]=1[CH3:23].[OH-].[Na+].[CH2:26](Br)[C:27]1[CH:32]=[CH:31][CH:30]=[CH:29][CH:28]=1.Cl>CCCCCCCC[N+](CCCCCCCC)(CCCCCCCC)C.[Cl-].ClCCl>[CH3:1][C:2]1[N:3]=[C:4]2[C:13]3[NH:12][C@H:11]([C:14]4[CH:19]=[CH:18][CH:17]=[CH:16][CH:15]=4)[C@:10]([CH2:26][C:27]4[CH:32]=[CH:31][CH:30]=[CH:29][CH:28]=4)([OH:20])[C:9](=[O:21])[C:8]=3[CH:7]=[CH:6][N:5]2[C:22]=1[CH3:23] |f:1.2,5.6|. Procedure details: 2 g of (8S,9R)-2,3-dimethyl-8-hydroxy-9-phenyl-7,8,9,10-tetrahydroimidazo[1,2-h][1,7]naphthyridin-7-one, 1 g of Adogen 464, 7 ml of 50% strength aqueous sodium hydroxide solution and 0.8 ml of benzyl bromide are intensively stirred at room temperature for 16 h in 10 ml of dichloromethane. The mixture is then adjusted to pH 7 using ½ conc. aqueous hydrochloric acid with cooling and extracted three times with 100 ml of dichloromethane each time, and the organic phases are combined and washed twice... Yields the product Cc1c(F)c(F)nc(-c2ccc(C(F)(F)F)cc2)c1F. RXN SMILES: [Br:6][c:7]1[cH:8][cH:9][c:10]([C:13]([F:14])([F:15])[F:16])[cH:11][cH:12]1.[CH2:1]([Li:2])[CH2:3][CH2:4][CH3:5].[CH3:17][c:18]1[c:19]([F:27])[c:20]([F:26])[n:21][c:22]([F:25])[c:23]1[F:24].[CH3:28][CH2:29][O:30][CH2:31][CH3:32]>>[c:7]1(-[c:22]2[n:21][c:20]([F:26])[c:19]([F:27])[c:18]([CH3:17])[c:23]2[F:24])[cH:8][cH:9][c:10]([C:13]([F:14])([F:15])[F:16])[cH:11][cH:12]1. Starting materials: FC(F)(F)c1ccc(Br)cc1, [Li]CCCC, Cc1c(F)c(F)nc(F)c1F, CCOCC. Starting materials: [N+](=O)([O-])C1=C2C=CN=CC2=CC=C1 (5-nitroisoquinoline), ICC (iodoethane), CCO (EtOH). Yields the product C(C)N1CC2=CC=CC(=C2CC1)NC(C)=O (N-(2-ethyl-1,2,3,4-tetrahydro-5-isoquinolinyl)acetamide). As a reaction SMILES: [N+:1]([C:4]1[CH:13]=[CH:12][CH:11]=[C:10]2[C:5]=1[CH:6]=[CH:7][N:8]=[CH:9]2)([O-])=O.I[CH2:15][CH3:16].[CH3:17][CH2:18][OH:19]>>[CH2:15]([N:8]1[CH2:7][CH2:6][C:5]2[C:10](=[CH:11][CH:12]=[CH:13][C:4]=2[NH:1][C:18](=[O:19])[CH3:17])[CH2:9]1)[CH3:16]. Procedure: A solution of 5-nitroisoquinoline (25 g, 0.144 mol) in 250 mL of EtOH was treated with iodoethane (26.9 g, 0.172 mol) and the resulting solution heated at reflux for 24 hours. The reaction mixture was cooled and the material which formed was collected and dried. The material obtained was converted to the title compound by the procedures described in Example 1. A white solid was obtained (4.42 g, 17%). Starting materials: COc1ccc(-c2nc(CCCO)c(C)o2)cc1, Cc1ccccc1, CC(C)OC(=O)N=NC(=O)OC(C)C, O=Cc1ccc(O)c2ccccc12, c1ccc(P(c2ccccc2)c2ccccc2)cc1. The product is COc1ccc(-c2nc(CCCOc3ccc(C=O)c4ccccc34)c(C)o2)cc1. Reaction SMILES: [CH3:1][O:2][c:3]1[cH:4][cH:5][c:6](-[c:9]2[o:10][c:11]([CH3:18])[c:12]([CH2:14][CH2:15][CH2:16][OH:17])[n:13]2)[cH:7][cH:8]1.[CH3:65][c:66]1[cH:67][cH:68][cH:69][cH:70][cH:71]1.[O:51]=[C:52]([O:53][CH:54]([CH3:55])[CH3:56])[N:57]=[N:58][C:59]([O:60][CH:61]([CH3:62])[CH3:63])=[O:64].[OH:19][c:20]1[cH:21][cH:22][c:23]([CH:30]=[O:31])[c:24]2[cH:25][cH:26][cH:27][cH:28][c:29]12.[c:32]1([P:33]([c:34]2[cH:35][cH:36][cH:37][cH:38][cH:39]2)[c:40]2[cH:41][cH:42][cH:43][cH:44][cH:45]2)[cH:46][cH:47][cH:48][cH:49][cH:50]1>>[CH3:1][O:2][c:3]1[cH:4][cH:5][c:6](-[c:9]2[o:10][c:11]([CH3:18])[c:12]([CH2:14][CH2:15][CH2:16][O:17][c:20]3[cH:21][cH:22][c:23]([CH:30]=[O:31])[c:24]4[cH:25][cH:26][cH:27][cH:28][c:29]34)[n:13]2)[cH:7][cH:8]1. Reactants: CC(=O)[O-], CC(=O)O, O=Cc1ccccc1, [NH4+], O=C1CNC(=O)N1. Product: O=C1NC(=O)C(=Cc2ccccc2)N1. As a reaction SMILES: [CH3:17][C:18](=[O:19])[O-:20].[CH3:21][C:22](=[O:23])[OH:24].[CH:8](=[O:9])[c:10]1[cH:11][cH:12][cH:13][cH:14][cH:15]1.[NH4+:16].[O:1]=[C:2]1[CH2:3][NH:4][C:5](=[O:6])[NH:7]1>>[O:1]=[C:2]1[C:3](=[CH:8][c:10]2[cH:11][cH:12][cH:13][cH:14][cH:15]2)[NH:4][C:5](=[O:6])[NH:7]1.